This data is from the Open Reaction Database (ORD), a public repository of structured organic reaction records. The task is: describe an organic reaction: reactants, conditions, products, and yield Reactants: ClC1=NC=CC(=N1)Cl (2,4-dichloropyrimidine), FC(C1=NNC=C1)(F)F (3-(trifluoromethyl)-1H-pyrazole), C([O-])([O-])=O.[K+].[K+] (potassium carbonate). Run in CN(C=O)C (N,N-dimethylformamide). The product is ClC1=NC(=NC=C1)N1N=C(C=C1)C(F)(F)F (4-chloro-2-[3-(trifluoromethyl)-1H-pyrazol-1-yl]pyrimidine), ClC1=NC(=CC=N1)N1N=C(C=C1)C(F)(F)F (2-chloro-6-[3-(trifluoromethyl)-1H-pyrazol-1-yl]pyrimidine). RXN SMILES: [Cl:1][C:2]1[N:7]=[C:6]([Cl:8])[CH:5]=[CH:4][N:3]=1.[F:9][C:10]([F:17])([F:16])[C:11]1[CH:15]=[CH:14][NH:13][N:12]=1.C(=O)([O-])[O-].[K+].[K+]>CN(C)C=O>[Cl:8][C:6]1[CH:5]=[CH:4][N:3]=[C:2]([N:13]2[CH:14]=[CH:15][C:11]([C:10]([F:17])([F:16])[F:9])=[N:12]2)[N:7]=1.[Cl:1][C:2]1[N:3]=[CH:4][CH:5]=[C:6]([N:13]2[CH:14]=[CH:15][C:11]([C:10]([F:17])([F:16])[F:9])=[N:12]2)[N:7]=1 |f:2.3.4|. Procedure details: A mixture of 2,4-dichloropyrimidine (3.0.g, 20 mmol), 3-(trifluoromethyl)-1H-pyrazole (2.5 g, 18 mmol) and potassium carbonate (5.0 g, 36 mmol) was stirred in 25 mL of N,N-dimethylformamide at room temperature overnight. The reaction mixture was partitioned between ethyl acetate and water. The separated organic layer was washed twice with brine, dried over magnesium sulfate, and evaporated under reduced pressure to a crude solid. Flash chromatography on silica gel (50:1 to 25:1 to 110:1 to 3:1 h...